Dataset: the Open Reaction Database (ORD), a public repository of structured organic reaction records. Task: describe an organic reaction: reactants, conditions, products, and yield The reactants are [Al+3], O=C(Cl)c1cc(Br)ccc1Cl, ClCCl, [Cl-], [Cl-], [Cl-], Fc1ccc(-c2cccs2)cc1. Yields the product O=C(c1ccc(-c2ccc(F)cc2)s1)c1cc(Br)ccc1Cl. Reaction SMILES: [Al+3:2].[Br:5][c:6]1[cH:7][cH:8][c:9]([Cl:15])[c:10]([C:11](=[O:12])[Cl:13])[cH:14]1.[CH2:28]([Cl:29])[Cl:30].[Cl-:1].[Cl-:3].[Cl-:4].[F:16][c:17]1[cH:18][cH:19][c:20](-[c:23]2[s:24][cH:25][cH:26][cH:27]2)[cH:21][cH:22]1>>[Br:5][c:6]1[cH:7][cH:8][c:9]([Cl:15])[c:10]([C:11](=[O:12])[c:25]2[s:24][c:23](-[c:20]3[cH:19][cH:18][c:17]([F:16])[cH:22][cH:21]3)[cH:27][cH:26]2)[cH:14]1.